describe an organic reaction: reactants, conditions, products, and yield From a dataset of the Open Reaction Database (ORD), a public repository of structured organic reaction records. Starting materials: ClC=1C=C(SC1C#N)C1=CN(C2=CC(=CC=C12)NS(=O)(=O)C)C(C)C (N-[3-(4-Chloro-5-cyano-thiophen-2-yl)-1-isopropyl-1H-indol-6-yl]-methanesulfonamide), [F-].[Cs+] (CsF). The solvent is CS(=O)C (DMSO), CCOC(=O)C (EtOAc). Run at temperature 21 celsius. Product: C(#N)C1=C(C=C(S1)C1=CN(C2=CC(=CC=C12)NS(=O)(=O)C)C(C)C)F (N-[3-(5-cyano-4-fluoro-thiophen-2-yl)-1-isopropyl-1H-indol-6-yl]-methanesulfonamide). Yield: 3.5%. As a reaction SMILES: Cl[C:2]1[CH:3]=[C:4]([C:9]2[C:17]3[C:12](=[CH:13][C:14]([NH:18][S:19]([CH3:22])(=[O:21])=[O:20])=[CH:15][CH:16]=3)[N:11]([CH:23]([CH3:25])[CH3:24])[CH:10]=2)[S:5][C:6]=1[C:7]#[N:8].[F-:26].[Cs+]>CS(C)=O.CCOC(C)=O>[C:7]([C:6]1[S:5][C:4]([C:9]2[C:17]3[C:12](=[CH:13][C:14]([NH:18][S:19]([CH3:22])(=[O:21])=[O:20])=[CH:15][CH:16]=3)[N:11]([CH:23]([CH3:25])[CH3:24])[CH:10]=2)=[CH:3][C:2]=1[F:26])#[N:8] |f:1.2|. Procedure details: Heat a mixture of N-[3-(4-Chloro-5-cyano-thiophen-2-yl)-1-isopropyl-1H-indol-6-yl]-methanesulfonamide (Example 118) (0.15 g, 0.381 mmol) and CsF (0.324 g, 2.13 mmol) in DMSO (5 ml) at 150° C. for 6 hours under N2. Cool the mixture to 21° C. and dilute with EtOAc. Wash the mixture with water, brine, and dried over MgSO4. Filter the material and concentrate to dryness. Purify the crude product by reverse phase chromatography to yield 5 mg of the title compound. MS: 378.0 (MH+) The reactants are CCC=CCBr, COc1ccccc1-c1ccc2c(c1)C(C(C)O)=CC(C)(C)N2C(=O)OC(C)(C)C, C1CCOC1, CCC=CCOC(C)C1=CC(C)(C)Nc2ccc(-c3ccccc3OC)cc21, C[Si](C)(C)[N-][Si](C)(C)C, [Na+]. Product: CC=CCOC(C)C1=CC(C)(C)Nc2ccc(-c3ccccc3OC)cc21. As a reaction SMILES: [Br:74][CH2:75][CH:76]=[CH:77][CH2:78][CH3:79].[C:1]([O:2][C:3]([N:4]1[c:5]2[c:6]([cH:7][c:8](-[c:9]3[cH:10][cH:11][cH:12][cH:13][c:14]3[O:15][CH3:16])[cH:17][cH:18]2)[C:19]([CH:20]([OH:21])[CH3:22])=[CH:23][C:24]1([CH3:25])[CH3:26])=[O:27])([CH3:28])([CH3:29])[CH3:30].[CH2:69]1[O:70][CH2:71][CH2:72][CH2:73]1.[CH3:31][O:32][c:33]1[c:34](-[c:39]2[cH:40][c:41]3[c:46]([cH:47][cH:48]2)[NH:45][C:44]([CH3:49])([CH3:50])[CH:43]=[C:42]3[CH:51]([CH3:52])[O:53][CH2:54][CH:55]=[CH:56][CH2:57][CH3:58])[cH:35][cH:36][cH:37][cH:38]1.[CH3:59][Si:60]([N-:61][Si:62]([CH3:63])([CH3:64])[CH3:65])([CH3:66])[CH3:67].[Na+:68]>>[CH3:31][O:32][c:33]1[c:34](-[c:39]2[cH:40][c:41]3[c:46]([cH:47][cH:48]2)[NH:45][C:44]([CH3:49])([CH3:50])[CH:43]=[C:42]3[CH:51]([CH3:52])[O:53][CH2:54][CH:55]=[CH:56][CH3:57])[cH:35][cH:36][cH:37][cH:38]1. The reactants are C(C)(C)(C)OC(=O)N1C=NC=C1CCCN1C(CN(CC1)S(=O)(=O)C1=CC2=C(S1)C=C(C=C2)Cl)=O (5-{3-[4-(6-Chloro-benzo[b]thiophene-2-sulfonyl)-2-oxo-piperazin-1-yl]-propyl}-imidazol-1carboxylic acid tert-butyl ester), solution, FC(C(=O)O)(F)F (trifluoroacetic acid). The solvent is C(Cl)Cl (methylene chloride). Conditions: time 3 hour. Product: FC(C(=O)O)(F)F.ClC=1C=CC2=C(SC(=C2)S(=O)(=O)N2CC(N(CC2)CCCC=2NC=NC2)=O)C1 (4-(6-chloro-benzo[b]thiophene-2-sulfonyl)-1-[3-(3H-imidazol-4-yl)-propyl]-piperazin-2-one trifluoroacetic acid salt). As a reaction SMILES: C(OC([N:8]1[C:12]([CH2:13][CH2:14][CH2:15][N:16]2[CH2:21][CH2:20][N:19]([S:22]([C:25]3[S:29][C:28]4[CH:30]=[C:31]([Cl:34])[CH:32]=[CH:33][C:27]=4[CH:26]=3)(=[O:24])=[O:23])[CH2:18][C:17]2=[O:35])=[CH:11][N:10]=[CH:9]1)=O)(C)(C)C.[F:36][C:37]([F:42])([F:41])[C:38]([OH:40])=[O:39]>C(Cl)Cl>[F:36][C:37]([F:42])([F:41])[C:38]([OH:40])=[O:39].[Cl:34][C:31]1[CH:32]=[CH:33][C:27]2[CH:26]=[C:25]([S:22]([N:19]3[CH2:20][CH2:21][N:16]([CH2:15][CH2:14][CH2:13][C:12]4[NH:8][CH:9]=[N:10][CH:11]=4)[C:17](=[O:35])[CH2:18]3)(=[O:24])=[O:23])[S:29][C:28]=2[CH:30]=1 |f:3.4|. Procedure details: 5-{3-[4-(6-Chloro-benzo[b]thiophene-2-sulfonyl)-2-oxo-piperazin-1-yl]-propyl}-imidazol-1carboxylic acid tert-butyl ester (30 mg, 0.055 mmol) is stirred vigorously in a 30% solution of trifluoroacetic acid and methylene chloride (2 mL). The reaction is complete after stirring for three hours. The volatile solvents are removed on the rotovap, and the gummy solid is titurated with ether several times to afford 4-(6-chloro-benzo[b]thiophene-2-sulfonyl)-1-[3-(3H-imidazol-4-yl)-propyl]-piperazin-2-one... Starting materials: CC(C)c1cc(C#N)cc2nc(-c3ccc(C(=O)O)cc3)oc12, CCN(C(C)C)C(C)C, ClCCl, CC(C)(C)OC(=O)NCC1CCC(=O)CC1, O=C(O)C(F)(F)F, On1nnc2ccccc21. Yields the product CC(C)c1cc(C#N)cc2nc(-c3ccc(C(=O)NCC4CCC(=O)CC4)cc3)oc12. Reaction SMILES: [C:24](#[N:25])[c:26]1[cH:27][c:28]([CH:44]([CH3:45])[CH3:46])[c:29]2[c:30]([n:31][c:32](-[c:34]3[cH:35][cH:36][c:37]([C:38]([OH:39])=[O:40])[cH:41][cH:42]3)[o:33]2)[cH:43]1.[CH:57]([N:58]([CH:59]([CH3:60])[CH3:61])[CH2:62][CH3:63])([CH3:64])[CH3:65].[Cl:66][CH2:67][Cl:68].[O:1]=[C:2]1[CH2:3][CH2:4][CH:5]([CH2:8][NH:9][C:10]([O:11][C:12]([CH3:13])([CH3:14])[CH3:15])=[O:16])[CH2:6][CH2:7]1.[OH:17][C:18]([C:19]([F:20])([F:21])[F:22])=[O:23].[OH:47][n:48]1[c:49]2[cH:50][cH:51][cH:52][cH:53][c:54]2[n:55][n:56]1>>[O:1]=[C:2]1[CH2:3][CH2:4][CH:5]([CH2:8][NH:9][C:10](=[O:16])[c:37]2[cH:36][cH:35][c:34](-[c:32]3[n:31][c:30]4[c:29]([c:28]([CH:44]([CH3:45])[CH3:46])[cH:27][c:26]([C:24]#[N:25])[cH:43]4)[o:33]3)[cH:42][cH:41]2)[CH2:6][CH2:7]1.